Dataset: the Open Reaction Database (ORD), a public repository of structured organic reaction records. Task: describe an organic reaction: reactants, conditions, products, and yield Reactants: C(CC)(=O)Cl (propionyl chloride), C1=CC=CC2=CC=CC=C12 (naphthalene), Cl (hydrochloric acid), ice water. Solvent: ClCCCl (1,2-dichloroethane), ClCCCl (1,2-dichloroethane). Conditions: temperature 47.5 celsius. Yields the product CCC(=O)C1=CC=CC2=CC=CC=C21 (1-propionaphthone). Isolated yield 79.0%. As a reaction SMILES: [C:1](Cl)(=[O:4])[CH2:2][CH3:3].[CH:6]1[C:15]2[C:10](=[CH:11][CH:12]=[CH:13][CH:14]=2)[CH:9]=[CH:8][CH:7]=1.Cl>ClCCCl>[CH3:3][CH2:2][C:1]([C:14]1[C:15]2[C:10](=[CH:9][CH:8]=[CH:7][CH:6]=2)[CH:11]=[CH:12][CH:13]=1)=[O:4]. Procedure: The foregoing 1,2-dichloroethane solution of a propionyl chloride.aluminum chloride complex was added dropwise to a solution consisting of 128.2 g (1.0 mol) of naphthalene and 300 mL of 1,2-dichloroethane at 35 to 40° C. over one hour. After completion of addition, the resulting mixed liquid was heated at 45 to 50° C. for 2 hours and after cooling to room temperature, was poured into, ice water. 200 mL of concentrated hydrochloric acid was further added thereto, and the mixture was stirred and m... Reactants: C(C)(C)(C)OC(N[C@H]([C@H](C)O)CC1=CC=CC=C1)=O (tert-butyl[(1S,2S)-1-benzyl-2-hydroxypropyl]carbamate), [H-].[Na+] (sodium hydride), BrCC1=C(C=CC(=C1)C(F)(F)F)C1=C(C=C(C(=C1)C(C)C)F)OC (2′-(bromomethyl)-4-fluoro-5-isopropyl-2-methoxy-4′-(trifluoromethyl)biphenyl), BrCC1=C(C=CC(=C1)C(F)(F)F)C1=C(C=C(C(=C1)C(C)C)F)OC (2′-(bromomethyl)-4-fluoro-5-isopropyl-2-methoxy-4′-(trifluoromethyl)biphenyl). The product is C(C1=CC=CC=C1)[C@@H]1N(C(O[C@@H]1C)=O)CC1=C(C=CC(=C1)C(F)(F)F)C1=C(C=C(C(=C1)C(C)C)F)OC ((4S,5R)-4-benzyl-3-{[4′-fluoro-5′-isopropyl-2′-methoxy-4-(trifluoromethyl)biphenyl-2-yl]methyl}-5-methyl-1,3-oxazolidin-2-one). RXN SMILES: C(O[C:6](=[O:19])[NH:7][C@@H:8]([CH2:12][C:13]1[CH:18]=[CH:17][CH:16]=[CH:15][CH:14]=1)[C@@H:9]([OH:11])[CH3:10])(C)(C)C.[H-].[Na+].Br[CH2:23][C:24]1[CH:29]=[C:28]([C:30]([F:33])([F:32])[F:31])[CH:27]=[CH:26][C:25]=1[C:34]1[CH:39]=[C:38]([CH:40]([CH3:42])[CH3:41])[C:37]([F:43])=[CH:36][C:35]=1[O:44][CH3:45]>>[CH2:12]([C@H:8]1[C@@H:9]([CH3:10])[O:11][C:6](=[O:19])[N:7]1[CH2:23][C:24]1[CH:29]=[C:28]([C:30]([F:31])([F:32])[F:33])[CH:27]=[CH:26][C:25]=1[C:34]1[CH:39]=[C:38]([CH:40]([CH3:42])[CH3:41])[C:37]([F:43])=[CH:36][C:35]=1[O:44][CH3:45])[C:13]1[CH:14]=[CH:15][CH:16]=[CH:17][CH:18]=1 |f:1.2|. Procedure details: tert-butyl[(1S,2S)-1-benzyl-2-hydroxypropyl]carbamate (Example 317, Step B, 39 mg, 0.148 mmol) was treated with sodium hydride (60% in oil, 12 mg, 0.309 mmol) and 2′-(bromomethyl)-4-fluoro-5-isopropyl-2-methoxy-4′-(trifluoromethyl)biphenyl (Intermediate 10, 50 mg, 0.123 mmol) as described in Example 305 to afford (4S,5R)-4-benzyl-3-{[4′-fluoro-5′-isopropyl-2′-methoxy-4-(trifluoromethyl)biphenyl-2-yl]methyl}-5-methyl-1,3-oxazolidin-2-one as a clear glass. LCMS=516.4 (M+1)+. 1H NMR (CDCl3, 500 MHz... Reactants: COC(CCC=1C(N(CCC1)CC=C)=O)=O (3-(1-allyl-2-oxo-1,2,5,6-tetrahydro-pyridin-3-yl)-propionic acid methyl ester), C(C)(=O)O (acetic acid), CO (methanol), NO[K] (NH2OK), solution. The solvent is C(C)(=O)OCC (ethyl acetate). Run at temperature 0 celsius, time 3 hour. Yields the product C(C=C)N1C(C(=CCC1)CCC(=O)NO)=O (3-(1-allyl-2-oxo-1,2,5,6-tetrahydro-pyridin-3-yl)-N-hydroxy-propionamide). Yield: 48.0%. As a reaction SMILES: C[O:2][C:3](=O)[CH2:4][CH2:5][C:6]1[C:7](=[O:15])[N:8]([CH2:12][CH:13]=[CH2:14])[CH2:9][CH2:10][CH:11]=1.CO.[NH2:19][O:20][K].C(O)(=O)C>C(OCC)(=O)C>[CH2:12]([N:8]1[CH2:9][CH2:10][CH:11]=[C:6]([CH2:5][CH2:4][C:3]([NH:19][OH:20])=[O:2])[C:7]1=[O:15])[CH:13]=[CH2:14]. Procedure: 24 mg of 3-(1-allyl-2-oxo-1,2,5,6-tetrahydro-pyridin-3-yl)-propionic acid methyl ester (i1) prepared from the above Step 2 was dissolved in methanol solution (0.11 mmol) and then 0.122 ml of 1.7M NH2OK suspension solution (0.207 mmol) was added thereto at 0° C. and stirred for 3 hrs at room temperature. The resulting mixture was neutralized with 0.02 ml of acetic acid, diluted with 10 ml of ethyl acetate solution, filtered and concentrated in vacuo. The resulting compound was purified by column ...